From a dataset of the Open Reaction Database (ORD), a public repository of structured organic reaction records. describe an organic reaction: reactants, conditions, products, and yield The reactants are 11.2, ClC1=CC=C(C=C1)CCC(C)(O)O (1-[2-(4-chlorophenyl)ethyl]-ethanediol), BrCC1(OCCO1)C1=C(C=C(C=C1)Cl)Cl (2-(bromomethyl)-2-(2,4-dichlorophenyl)-1,3-dioxolane), CC1=CC=C(C=C1)S(=O)(=O)O (4-methylbenzenesulfonic acid), C(CCC)O (butanol). The solvent is CC1=CC=CC=C1 (methylbenzene), O (water). The product is BrCC1(OCC(O1)CCC1=CC=C(C=C1)Cl)C1=C(C=C(C=C1)Cl)Cl (2-(bromomethyl)-4-[2-(4-chlorophenyl)ethyl]-2-(2,4-dichlorophenyl)-1,3-dioxolane). Reaction SMILES: [Cl:1][C:2]1[CH:7]=[CH:6][C:5]([CH2:8][CH2:9][C:10]([OH:13])(O)[CH3:11])=[CH:4][CH:3]=1.[Br:14][CH2:15][C:16]1([C:21]2[CH:26]=[CH:25][C:24]([Cl:27])=[CH:23][C:22]=2[Cl:28])OCC[O:17]1.CC1C=CC(S(O)(=O)=O)=CC=1.C(O)CCC>O.CC1C=CC=CC=1>[Br:14][CH2:15][C:16]1([C:21]2[CH:26]=[CH:25][C:24]([Cl:27])=[CH:23][C:22]=2[Cl:28])[O:13][CH:10]([CH2:9][CH2:8][C:5]2[CH:4]=[CH:3][C:2]([Cl:1])=[CH:7][CH:6]=2)[CH2:11][O:17]1. Procedure details: A mixture of 11.2 parts of 1-[2-(4-chlorophenyl)ethyl]-ethanediol, 15.6 parts of 2-(bromomethyl)-2-(2,4-dichlorophenyl)-1,3-dioxolane, 4 parts of 4-methylbenzenesulfonic acid, 40 parts of butanol and 225 parts of methylbenzene is stirred and refluxed for 5 days with water-separator. The reaction mixture is evaporated and the residue is dissolved in 2,2'-oxybispropane. The solution is stirred with silica gel. The latter is filtered off and the filtrate is evaporated, yielding 2-(bromomethyl)-4-[2... The reactants are Cc1nnc(-c2cccc3c(Br)cccc23)o1, O=C(O)c1ccc(B(O)O)cc1, COCCOC, [Na+], [Na+], O=C([O-])[O-], O. Product: Cc1nnc(-c2cccc3c(-c4ccc(C(=O)O)cc4)cccc23)o1. Reaction SMILES: [Br:1][c:2]1[c:3]2[cH:4][cH:5][cH:6][c:7](-[c:12]3[o:13][c:14]([CH3:17])[n:15][n:16]3)[c:8]2[cH:9][cH:10][cH:11]1.[C:18](=[O:19])([OH:20])[c:21]1[cH:22][cH:23][c:24]([B:27]([OH:28])[OH:29])[cH:25][cH:26]1.[CH2:36]([CH2:37][O:38][CH3:39])[O:40][CH3:41].[Na+:30].[Na+:31].[O-:32][C:33](=[O:34])[O-:35].[OH2:42]>>[c:2]1(-[c:24]2[cH:23][cH:22][c:21]([C:18](=[O:19])[OH:20])[cH:26][cH:25]2)[c:3]2[cH:4][cH:5][cH:6][c:7](-[c:12]3[o:13][c:14]([CH3:17])[n:15][n:16]3)[c:8]2[cH:9][cH:10][cH:11]1. Starting materials: CC(C)Oc1ccc(S(C)(=O)=O)cc1C(=O)O, Clc1ccc2sc(N3CCNCC3)nc2c1, C1CCOC1. The product is CC(C)Oc1ccc(S(C)(=O)=O)cc1C(=O)N1CCN(c2nc3cc(Cl)ccc3s2)CC1. As a reaction SMILES: [CH:1]([CH3:2])([CH3:3])[O:4][c:5]1[c:6]([C:7](=[O:8])[OH:9])[cH:10][c:11]([S:14](=[O:15])(=[O:16])[CH3:17])[cH:12][cH:13]1.[Cl:18][c:19]1[cH:20][cH:21][c:22]2[c:23]([n:24][c:25]([N:27]3[CH2:28][CH2:29][NH:30][CH2:31][CH2:32]3)[s:26]2)[cH:33]1.[O:34]1[CH2:35][CH2:36][CH2:37][CH2:38]1>>[CH:1]([CH3:2])([CH3:3])[O:4][c:5]1[c:6]([C:7](=[O:9])[N:30]2[CH2:29][CH2:28][N:27]([c:25]3[n:24][c:23]4[c:22]([cH:21][cH:20][c:19]([Cl:18])[cH:33]4)[s:26]3)[CH2:32][CH2:31]2)[cH:10][c:11]([S:14](=[O:15])(=[O:16])[CH3:17])[cH:12][cH:13]1. Reactants: COC(=O)C=1N(C(C2=CC=C(C=C2C1OS(=O)(=O)C(F)(F)F)Cl)=O)CC1=CC=CC=C1 (2-benzyl-6-chloro-1-oxo-4-trifluoromethanesulfonyloxy-1,2-dihydroisoquinoline-3-carboxylic acid methyl ester), FC1=C(C=CC(=C1)F)B(O)O (2,4-difluorophenylboronic acid), powder. The product is COC(=O)C=1N(C(C2=CC=C(C=C2C1C1=C(C=C(C=C1)F)F)Cl)=O)CC1=CC=CC=C1 (2-benzyl-6-chloro-4-(2,4-difluorophenyl)-1-oxo-1,2-dihydroisoquinoline-3-carboxylic acid methyl ester). RXN SMILES: [CH3:1][O:2][C:3]([C:5]1[N:6]([CH2:25][C:26]2[CH:31]=[CH:30][CH:29]=[CH:28][CH:27]=2)[C:7](=[O:24])[C:8]2[C:13]([C:14]=1OS(C(F)(F)F)(=O)=O)=[CH:12][C:11]([Cl:23])=[CH:10][CH:9]=2)=[O:4].[F:32][C:33]1[CH:38]=[C:37]([F:39])[CH:36]=[CH:35][C:34]=1B(O)O>>[CH3:1][O:2][C:3]([C:5]1[N:6]([CH2:25][C:26]2[CH:27]=[CH:28][CH:29]=[CH:30][CH:31]=2)[C:7](=[O:24])[C:8]2[C:13]([C:14]=1[C:36]1[CH:35]=[CH:34][C:33]([F:32])=[CH:38][C:37]=1[F:39])=[CH:12][C:11]([Cl:23])=[CH:10][CH:9]=2)=[O:4]. Procedure details: The present compound was synthesized by a method similar to that in Example 272 and using 2-benzyl-6-chloro-1-oxo-4-trifluoromethanesulfonyloxy-1,2-dihydroisoquinoline-3-carboxylic acid methyl ester (100 mg) and 2,4-difluorophenylboronic acid. A colorless powder (9 mg). Reactants: C(C)(=O)OC1=CC(=CC=2CCCCC12)C (5,6,7,8-tetrahydro-3-methyl-1-naphthyl acetate), [OH-].[Na+] (NaOH), CCOC(=O)C (AcOEt), c-HCl. Run in O (water), CO (MeOH). The product is CC=1C=C(C=2CCCCC2C1)O (5,6,7,8-tetrahydro-3-methyl-1-naphthol). The yield is 93.7%. RXN SMILES: C([O:4][C:5]1[C:14]2[CH2:13][CH2:12][CH2:11][CH2:10][C:9]=2[CH:8]=[C:7]([CH3:15])[CH:6]=1)(=O)C.[OH-].[Na+].CCOC(C)=O>O.CO>[CH3:15][C:7]1[CH:6]=[C:5]([OH:4])[C:14]2[CH2:13][CH2:12][CH2:11][CH2:10][C:9]=2[CH:8]=1 |f:1.2|. Procedure details: A solution of 5,6,7,8-tetrahydro-3-methyl-1-naphthyl acetate (11.00 g) and NaOH (6.50 g) in a mixture of water (50 ml) and MeOH (150 ml) was refluxed for 5 hours. MeOH was removed under reduced pressure to give a residue. AcOEt was added to the residue and c-HCl was added dropwise under ice-cooling. The organic phase was washed with brine and dried over MgSO4. After filtration, the filtrate was concentrated under reduced pressure to give 5,6,7,8-tetrahydro-3-methyl-1-naphthol as a solid (8.19 g)... Starting materials: O (water), C(C)N(C1=CC=CC=C1)CCOCCC (N-ethyl-N-(2-propoxyethyl)aniline), BrN1C(CCC1=O)=O (N-bromosuccinimide). Reagents/catalysts: BrN1C(CCC1=O)=O (N-bromosuccinimide). Solvent: CN(C)C=O (DMF), CN(C)C=O (DMF), CN(C)C=O (DMF). Conditions: time 3 hour. The product is BrC1=CC=C(N(CCOCCC)CC)C=C1 (4-bromo-N-ethyl-N-(2-propoxyethyl)aniline). The yield is 79.2%. Reaction SMILES: [CH2:1]([N:3]([CH2:10][CH2:11][O:12][CH2:13][CH2:14][CH3:15])[C:4]1[CH:9]=[CH:8][CH:7]=[CH:6][CH:5]=1)[CH3:2].[Br:16]N1C(=O)CCC1=O.O>CN(C=O)C.BrN1C(=O)CCC1=O>[Br:16][C:7]1[CH:6]=[CH:5][C:4]([N:3]([CH2:1][CH3:2])[CH2:10][CH2:11][O:12][CH2:13][CH2:14][CH3:15])=[CH:9][CH:8]=1. Procedure details: To a solution of N-ethyl-N-(2-propoxyethyl)aniline (10.18 g) in DMF (50 ml) was added at room temperature a solution of N-bromosuccinimide (7.45 g) in DMF (50 ml) for 40 minutes, and the mixture was stirred for 3 hours. To the mixture was added a solution of N-bromosuccinimide (0.2 g) in DMF (10 ml), and the mixture was stirred for 15 hours. The reaction mixture was added to water, and the mixture was extracted with diethylether. The organic layer was washed with water (twice) and saturated brin...